Dataset: the Open Reaction Database (ORD), a public repository of structured organic reaction records. Task: describe an organic reaction: reactants, conditions, products, and yield The reactants are CC(C)(C)C(=O)Cl, CN(C)c1ccncc1, CN(C)C=O, COc1ccc2c(Cc3ccc(O)cc3)c(-c3ccc(C(F)(F)F)cc3)c(=O)oc2c1, c1c[nH]cn1. Product: COc1ccc2c(Cc3ccc(OC(=O)C(C)(C)C)cc3)c(-c3ccc(C(F)(F)F)cc3)c(=O)oc2c1. Reaction SMILES: [C:32]([C:33]([CH3:34])([CH3:35])[CH3:36])(=[O:37])[Cl:38].[CH3:44][N:45]([c:46]1[cH:47][cH:48][n:49][cH:50][cH:51]1)[CH3:52].[O:53]=[CH:54][N:55]([CH3:56])[CH3:57].[OH:1][c:2]1[cH:3][cH:4][c:5]([CH2:6][c:7]2[c:8](-[c:20]3[cH:21][cH:22][c:23]([C:26]([F:27])([F:28])[F:29])[cH:24][cH:25]3)[c:9](=[O:19])[o:10][c:11]3[cH:12][c:13]([O:17][CH3:18])[cH:14][cH:15][c:16]23)[cH:30][cH:31]1.[nH:39]1[cH:40][cH:41][n:42][cH:43]1>>[O:1]([c:2]1[cH:3][cH:4][c:5]([CH2:6][c:7]2[c:8](-[c:20]3[cH:21][cH:22][c:23]([C:26]([F:27])([F:28])[F:29])[cH:24][cH:25]3)[c:9](=[O:19])[o:10][c:11]3[cH:12][c:13]([O:17][CH3:18])[cH:14][cH:15][c:16]23)[cH:30][cH:31]1)[C:32]([C:33]([CH3:34])([CH3:35])[CH3:36])=[O:37]. Starting materials: CCCCCCCCCc1ccc(-c2ccc(-c3ccc(O)cc3)c(F)c2F)cc1, OCCCCC(F)(F)C(F)(F)C(F)(F)C(F)(F)F, CCOC(=O)N=NC(=O)OCC, c1ccc(P(c2ccccc2)c2ccccc2)cc1. Yields the product CCCCCCCCCc1ccc(-c2ccc(-c3ccc(OCCCCC(F)(F)C(F)(F)C(F)(F)C(F)(F)F)cc3)c(F)c2F)cc1. As a reaction SMILES: [F:1][c:2]1[c:3](-[c:24]2[cH:25][cH:26][c:27]([OH:30])[cH:28][cH:29]2)[cH:4][cH:5][c:6](-[c:9]2[cH:10][cH:11][c:12]([CH2:15][CH2:16][CH2:17][CH2:18][CH2:19][CH2:20][CH2:21][CH2:22][CH3:23])[cH:13][cH:14]2)[c:7]1[F:8].[F:31][C:32]([CH2:33][CH2:34][CH2:35][CH2:36][OH:37])([C:38]([C:39]([C:40]([F:41])([F:42])[F:43])([F:44])[F:45])([F:46])[F:47])[F:48].[O:49]=[C:50]([O:51][CH2:52][CH3:53])[N:54]=[N:55][C:56]([O:57][CH2:58][CH3:59])=[O:60].[c:61]1([P:62]([c:63]2[cH:64][cH:65][cH:66][cH:67][cH:68]2)[c:69]2[cH:70][cH:71][cH:72][cH:73][cH:74]2)[cH:75][cH:76][cH:77][cH:78][cH:79]1>>[F:1][c:2]1[c:3](-[c:24]2[cH:25][cH:26][c:27]([O:30][CH2:36][CH2:35][CH2:34][CH2:33][C:32]([F:31])([C:38]([C:39]([C:40]([F:41])([F:42])[F:43])([F:44])[F:45])([F:46])[F:47])[F:48])[cH:28][cH:29]2)[cH:4][cH:5][c:6](-[c:9]2[cH:10][cH:11][c:12]([CH2:15][CH2:16][CH2:17][CH2:18][CH2:19][CH2:20][CH2:21][CH2:22][CH3:23])[cH:13][cH:14]2)[c:7]1[F:8].